From a dataset of the Open Reaction Database (ORD), a public repository of structured organic reaction records. describe an organic reaction: reactants, conditions, products, and yield Reactants: [C-]#N, O=C=O, COCCOCCOCCOCCOC, FC(F)=C(F)F, [Na+]. The product is N#CC(F)(F)C(F)(F)C(=O)[O-], [Na+]. Reaction SMILES: [C-:1]#[N:2].[C:4](=[O:5])=[O:6].[CH3:13][O:14][CH2:15][CH2:16][O:17][CH2:18][CH2:19][O:20][CH2:21][CH2:22][O:23][CH2:24][CH2:25][O:26][CH3:27].[F:7][C:8](=[C:9]([F:10])[F:11])[F:12].[Na+:3]>>[C:1](#[N:2])[C:9]([C:8]([C:4](=[O:5])[O-:6])([F:7])[F:12])([F:10])[F:11].[Na+:3]. Starting materials: C(C)OC(C1=CC(C(=O)O)=CC(=C1)CO)=O (5-hydroxymethyl-isophthalic acid monoethyl ester), CNCCC (N-methylpropylamine), ON1N=NC2=C1C=CC=C2 (1-hydroxybenzotriazole), Cl.CN(CCCN=C=NCC)C (1-(3-dimethylaminopropyl)-3-ethylcarbodiimide hydrochloride). Solvent: ClCCl (dichloromethane), CN(C)C=O (DMF). Product: C(C)OC(C1=CC(C(=O)NC)=CC(=C1)CO)=O (5-Hydroxymethyl-N-methyl-isophthalamic acid ethyl ester). The yield is 47.7%. RXN SMILES: [CH2:1]([O:3][C:4](=[O:16])[C:5]1[CH:13]=[C:12]([CH2:14][OH:15])[CH:11]=[C:7]([C:8](O)=[O:9])[CH:6]=1)[CH3:2].[CH3:17][NH:18]CCC.ON1C2C=CC=CC=2N=N1.Cl.CN(C)CCCN=C=NCC>ClCCl.CN(C=O)C>[CH2:1]([O:3][C:4](=[O:16])[C:5]1[CH:13]=[C:12]([CH2:14][OH:15])[CH:11]=[C:7]([C:8]([NH:18][CH3:17])=[O:9])[CH:6]=1)[CH3:2] |f:3.4|. Reported procedure: Stir a solution of 5-hydroxymethyl-isophthalic acid monoethyl ester (1.9 g, 8.4 mmol), N-methylpropylamine (947 μl, 9.2 mmol), 1-hydroxybenzotriazole (1.24 g, 9.2 mmol), and 1-(3-dimethylaminopropyl)-3-ethylcarbodiimide hydrochloride (1.77 g, 9.2 mmol) in a mixture of dichloromethane (12 mL) and DMF (12 mL) at room temperature for 1.5 h. Concentrate and purify (silica gel chromatography, eluting with 50:50 ethyl acetate:hexanes) to give the title compound (950 mg, 40% yield). The reactants are CC1=C(C(CCC1)(C)C)/C=C/C(=C\C=C\C(=C\C=O)\C)/C (9-cis-retinal), CO (CH3OH), CC1=C(C(CCC1)(C)C)/C=C/C(=C\C=C\C(=C\C=O)\C)/C (9-cis-retinal). Conditions: time 2.5 hour. Product: methyl ester, CC1=C(C(CCC1)(C)C)/C=C/C(=C\C=C\C(=C\C(=O)O)\C)/C (9-cis-retinoic acid). Isolated yield 80.0%. As a reaction SMILES: [CH3:1][C:2]1[CH2:7][CH2:6][CH2:5][C:4]([CH3:9])([CH3:8])[C:3]=1/[CH:10]=[CH:11]/[C:12](/[CH3:21])=[CH:13]\[CH:14]=[CH:15]\[C:16](\[CH3:20])=[CH:17]\[CH:18]=[O:19].C[OH:23]>>[CH3:1][C:2]1[CH2:7][CH2:6][CH2:5][C:4]([CH3:8])([CH3:9])[C:3]=1/[CH:10]=[CH:11]/[C:12](/[CH3:21])=[CH:13]\[CH:14]=[CH:15]\[C:16](\[CH3:20])=[CH:17]\[C:18]([OH:23])=[O:19]. Reported procedure: A mixture was formed of 2.42 g (27.89 mmol) of MnO2, 0.35 g (7.2 mmol) of NaCN, 0.12 ml (2.1 mmol) glacial acetic acid in 20 ml of CH3OH at 0° C. A separate solution was formed of 600 mg (2.1 mmol) of 9-cis-retinal (I) in 9 ml of CH3OH, also at 0° C. The solution of 9-cis-retinal was added dropwise to the mixture and stirred for 2.5 h at constant temperature and the reaction mixture was filtered through Celite. The filter cake was washed with a 1:1 mixture of CH3OH and water. The filtrates were ... Reactants: ClC1=NC(=NC(=N1)Cl)NC(=O)NS(=O)(=O)C=1C=CC=C2C=CC=NC12 (N-[(4,6-dichloro-1,3,5-triazin-2-yl)-aminocarbonyl]-8-quinolinesulfonamide), C[O-].[Na+] (sodium methoxide), CO (methanol), O (Water). Conditions: time 1 hour. The product is COC1=NC(=NC(=N1)OC)NC(=O)NS(=O)(=O)C=1C=CC=C2C=CC=NC12 (N-[(4,6-dimethoxy-1,3,5-triazin-2-yl)aminocarbonyl]-8-quinolinesulfonamide). As a reaction SMILES: Cl[C:2]1[N:7]=[C:6](Cl)[N:5]=[C:4]([NH:9][C:10]([NH:12][S:13]([C:16]2[CH:17]=[CH:18][CH:19]=[C:20]3[C:25]=2[N:24]=[CH:23][CH:22]=[CH:21]3)(=[O:15])=[O:14])=[O:11])[N:3]=1.[CH3:26][O-:27].[Na+].[OH2:29].[CH3:30]O>>[CH3:26][O:27][C:2]1[N:7]=[C:6]([O:29][CH3:30])[N:5]=[C:4]([NH:9][C:10]([NH:12][S:13]([C:16]2[CH:17]=[CH:18][CH:19]=[C:20]3[C:25]=2[N:24]=[CH:23][CH:22]=[CH:21]3)(=[O:15])=[O:14])=[O:11])[N:3]=1 |f:1.2|. Reported procedure: To 1.9 g of N-[(4,6-dichloro-1,3,5-triazin-2-yl)-aminocarbonyl]-8-quinolinesulfonamide in 15 ml methanol is added 0.81 g of sodium methoxide (exotherm to 49° C.). The resultant thick suspension was stirred at room temperature for 1 hour. Water (~25 ml) is added and the mixture filtered. The aqueous phase is washed with ether and separated. The aqueous phase is cooled in an ice-water bath and acidified with concentrated hydrochloric acid. The resultant white suspension is filtered to give 0.5 g, ... Starting materials: BrBr (Bromine), OC=1C=C2C=CC(=CC2=CC1)CNC(=O)C1=C(OC2=C1C=CC=C2)CCCC (2-butyl-benzofuran-3-carboxylic acid (6-hydroxy-naphthalen-2-ylmethyl)-amide). Run in CC(=O)O (HOAc), CC(=O)O (HOAc). Conditions: time 8 hour. The product is BrC1=C2C=CC(=CC2=CC=C1O)CNC(=O)C1=C(OC2=C1C=CC=C2)CCCC (2-butyl-benzofuran-3-carboxylic acid (5-bromo-6-hydroxy-naphthalen-2-ylmethyl)-amide). The yield is 77.5%. Reaction SMILES: [Br:1]Br.[OH:3][C:4]1[CH:5]=[C:6]2[C:11](=[CH:12][CH:13]=1)[CH:10]=[C:9]([CH2:14][NH:15][C:16]([C:18]1[C:22]3[CH:23]=[CH:24][CH:25]=[CH:26][C:21]=3[O:20][C:19]=1[CH2:27][CH2:28][CH2:29][CH3:30])=[O:17])[CH:8]=[CH:7]2>CC(O)=O>[Br:1][C:5]1[C:4]([OH:3])=[CH:13][CH:12]=[C:11]2[C:6]=1[CH:7]=[CH:8][C:9]([CH2:14][NH:15][C:16]([C:18]1[C:22]3[CH:23]=[CH:24][CH:25]=[CH:26][C:21]=3[O:20][C:19]=1[CH2:27][CH2:28][CH2:29][CH3:30])=[O:17])=[CH:10]2. Procedure details: Bromine (210 μL, 4.02 mmol) in 50 mL of glacial HOAc was added under nitrogen dropwise over 2 h to a solution of 2-butyl-benzofuran-3-carboxylic acid (6-hydroxy-naphthalen-2-ylmethyl)-amide (1.5 g, 4.02 mmol), prepared in step 2 of Example 8, in 300 mL of glacial HOAc at room temperature. After the addition the reaction was stirred at room temperature for 20 h (overnight). The solid formed was collected by filtration and dried under reduced pressure to give 2-butyl-benzofuran-3-carboxylic acid (... The reactants are ClC1=CC=C2C(=CNC2=C1)C(=O)N1CCC2(CC1)OC(C1=C2C=CC(=C1)F)=O (1′-[(6-chloro-1H-indol-3-yl)carbonyl]-5-fluoro-3H-spiro[2-benzofuran-1,4′-piperidin]-3-one), ClCC(=O)N1CCOCC1 (2-chloro-1-morpholin-4-yl-ethanone). Product: ClC1=CC=C2C(=CN(C2=C1)CC(=O)N1CCOCC1)C(=O)N1CCC2(CC1)OC(C1=C2C=CC(=C1)F)=O (1′-{[6-Chloro-1-(2-morpholin-4-yl-2-oxoethyl)-1H-indol-3-yl]carbonyl}-5-fluoro-3H-spiro[2-benzofuran-1,4′-piperidin]-3-one). As a reaction SMILES: [Cl:1][C:2]1[CH:10]=[C:9]2[C:5]([C:6]([C:11]([N:13]3[CH2:18][CH2:17][C:16]4([C:22]5[CH:23]=[CH:24][C:25]([F:27])=[CH:26][C:21]=5[C:20](=[O:28])[O:19]4)[CH2:15][CH2:14]3)=[O:12])=[CH:7][NH:8]2)=[CH:4][CH:3]=1.Cl[CH2:30][C:31]([N:33]1[CH2:38][CH2:37][O:36][CH2:35][CH2:34]1)=[O:32]>>[Cl:1][C:2]1[CH:10]=[C:9]2[C:5]([C:6]([C:11]([N:13]3[CH2:18][CH2:17][C:16]4([C:22]5[CH:23]=[CH:24][C:25]([F:27])=[CH:26][C:21]=5[C:20](=[O:28])[O:19]4)[CH2:15][CH2:14]3)=[O:12])=[CH:7][N:8]2[CH2:30][C:31]([N:33]2[CH2:38][CH2:37][O:36][CH2:35][CH2:34]2)=[O:32])=[CH:4][CH:3]=1. Procedure: Following the general procedure V as described hereinabove, the alkylation of 1′-[(6-chloro-1H-indol-3-yl)carbonyl]-5-fluoro-3H-spiro[2-benzofuran-1,4′-piperidin]-3-one (the preparation of which have been described in example 19) with commercially available 2-chloro-1-morpholin-4-yl-ethanone as electrophile, the title compound was obtained as a white solid. Starting materials: N1(CCNCC1)C1=C2CCC(NC2=CC=C1)=O (5-(1-piperazinyl)-3,4-dihydrocarbostyril), C([O-])([O-])=O.[Na+].[Na+] (sodium carbonate), C(C#C)Br (propargyl bromide). The solvent is CN(C)C=O (DMF). Run at temperature 80 celsius, time 3 hour. Product: C(C#C)N1CCN(CC1)C1=C2CCC(NC2=CC=C1)=O (5-[4-(2-propynyl)-1-piperazinyl]-3,4-dihydrocarbostyril). The yield is 9.0%. Reaction SMILES: [N:1]1([C:7]2[CH:16]=[CH:15][CH:14]=[C:13]3[C:8]=2[CH2:9][CH2:10][C:11](=[O:17])[NH:12]3)[CH2:6][CH2:5][NH:4][CH2:3][CH2:2]1.C(=O)([O-])[O-].[Na+].[Na+].[CH2:24](Br)[C:25]#[CH:26]>CN(C=O)C>[CH2:26]([N:4]1[CH2:5][CH2:6][N:1]([C:7]2[CH:16]=[CH:15][CH:14]=[C:13]3[C:8]=2[CH2:9][CH2:10][C:11](=[O:17])[NH:12]3)[CH2:2][CH2:3]1)[C:25]#[CH:24] |f:1.2.3|. Procedure: To a mixture of 1 g of 5-(1-piperazinyl)-3,4-dihydrocarbostyril, 30 ml of DMF and 900 mg of sodium carbonate was added 491 mg of propargyl bromide and the mixture was stirred at 80° C. for 3 hours. The reaction mixture was poured into a large amount of saturated saline solution and extracted with chloroform. After washing with water, the extract was dried over anhydrous sodium sulfate. Then, chloroform was distilled off and the residue was purified through silica gel column chromatography and re... Starting materials: O=C([O-])[O-], CN(C)C=O, CCOC(C)=O, FC(F)Cl, Cl, COC(=O)c1ccc(F)c(O)c1F, [K+], [K+], O. Yields the product COC(=O)c1ccc(F)c(OC(F)F)c1F. Reaction SMILES: [C:14](=[O:15])([O-:16])[O-:17].[CH3:25][N:26]([CH3:27])[CH:28]=[O:29].[CH3:31][CH2:32][O:33][C:34](=[O:35])[CH3:36].[Cl:20][CH:21]([F:22])[F:23].[ClH:24].[F:1][c:2]1[c:3]([C:4](=[O:5])[O:6][CH3:7])[cH:8][cH:9][c:10]([F:13])[c:11]1[OH:12].[K+:18].[K+:19].[OH2:30]>>[F:1][c:2]1[c:3]([C:4](=[O:5])[O:6][CH3:7])[cH:8][cH:9][c:10]([F:13])[c:11]1[O:12][CH:21]([F:22])[F:23]. Reactants: CCN(CC)c1ccc(NC(=O)N2CCc3c(-c4cnc(N(Cc5ccc(OC)cc5)Cc5ccc(OC)cc5)nc4)nc(N4CCOCC4)nc32)c(C)c1, COc1ccc(CN(Cc2ccc(OC)cc2)c2ncc(-c3nc(N4CCOCC4)nc4c3CCN4)cn2)cc1, Cl, CCN(CC)c1ccc(N)c(C)c1. Product: CCN(CC)c1ccc(NC(=O)N2CCc3c(-c4cnc(N)nc4)nc(N4CCOCC4)nc32)c(C)c1. Reaction SMILES: [CH2:55]([CH3:56])[N:57]([c:58]1[cH:59][c:60]([CH3:107])[c:61]([NH:64][C:65](=[O:66])[N:67]2[CH2:68][CH2:69][c:70]3[c:71]2[n:72][c:73]([N:101]2[CH2:102][CH2:103][O:104][CH2:105][CH2:106]2)[n:74][c:75]3-[c:76]2[cH:77][n:78][c:79]([N:82]([CH2:83][c:84]3[cH:85][cH:86][c:87]([O:88][CH3:89])[cH:90][cH:91]3)[CH2:92][c:93]3[cH:94][cH:95][c:96]([O:97][CH3:98])[cH:99][cH:100]3)[n:80][cH:81]2)[cH:62][cH:63]1)[CH2:108][CH3:109].[CH3:1][O:2][c:3]1[cH:4][cH:5][c:6]([CH2:7][N:8]([CH2:9][c:10]2[cH:11][cH:12][c:13]([O:14][CH3:15])[cH:16][cH:17]2)[c:18]2[n:19][cH:20][c:21](-[c:22]3[c:23]4[c:27]([n:28][c:29]([N:30]5[CH2:31][CH2:32][O:33][CH2:34][CH2:35]5)[n:36]3)[NH:26][CH2:25][CH2:24]4)[cH:37][n:38]2)[cH:39][cH:40]1.[ClH:41].[NH2:42][c:43]1[cH:44][cH:45][c:46]([N:47]([CH2:48][CH3:49])[CH2:50][CH3:51])[cH:52][c:53]1[CH3:54]>>[CH2:55]([CH3:56])[N:57]([c:58]1[cH:59][c:60]([CH3:107])[c:61]([NH:64][C:65](=[O:66])[N:67]2[CH2:68][CH2:69][c:70]3[c:71]2[n:72][c:73]([N:101]2[CH2:102][CH2:103][O:104][CH2:105][CH2:106]2)[n:74][c:75]3-[c:76]2[cH:77][n:78][c:79]([NH2:82])[n:80][cH:81]2)[cH:62][cH:63]1)[CH2:108][CH3:109].